This data is from the Open Reaction Database (ORD), a public repository of structured organic reaction records. The task is: describe an organic reaction: reactants, conditions, products, and yield Reactants: C(C)(=O)N1CCC(CC1)=O (1-Acetyl-4-piperidone), C([O-])(O)=O.[Na+] (sodium bicarbonate), C(C)(C)(C)OC(N[C@@H]1C[C@H](C1)N1N=C(C=2C1=NC=CC2)N)=O (tert-butyl(trans-3-(3-amino-1H-pyrazolo[3,4-b]pyridin-1-yl)cyclobutyl)carbamate), C(#N)[BH3-].[Na+] (sodium cyanoborohydride). Reagents/catalysts: C(C)(=O)O (acetic acid). Solvent: C(C)(=O)OCC (ethyl acetate), O (water), CO (methanol). Conditions: temperature 60 celsius, time 14 hour. The product is C(C)(C)(C)OC(N[C@@H]1C[C@H](C1)N1N=C(C=2C1=NC=CC2)NC2CCN(CC2)C(C)=O)=O (tert-butyl(trans-3-(3-((1-acetylpiperidin-4-yl)amino)-1H-pyrazolo[3,4-b]pyridin-1-yl)cyclobutyl)carbamate). The yield is 45.2%. RXN SMILES: [C:1]([O:5][C:6](=[O:22])[NH:7][C@H:8]1[CH2:11][C@H:10]([N:12]2[C:16]3=[N:17][CH:18]=[CH:19][CH:20]=[C:15]3[C:14]([NH2:21])=[N:13]2)[CH2:9]1)([CH3:4])([CH3:3])[CH3:2].[C:23]([N:26]1[CH2:31][CH2:30][C:29](=O)[CH2:28][CH2:27]1)(=[O:25])[CH3:24].C([BH3-])#N.[Na+].C(=O)(O)[O-].[Na+]>CO.C(O)(=O)C.C(OCC)(=O)C.O>[C:1]([O:5][C:6](=[O:22])[NH:7][C@H:8]1[CH2:11][C@H:10]([N:12]2[C:16]3=[N:17][CH:18]=[CH:19][CH:20]=[C:15]3[C:14]([NH:21][CH:29]3[CH2:30][CH2:31][N:26]([C:23](=[O:25])[CH3:24])[CH2:27][CH2:28]3)=[N:13]2)[CH2:9]1)([CH3:4])([CH3:2])[CH3:3] |f:2.3,4.5|. Procedure: Tert-butyl(trans-3-(3-amino-1H-pyrazolo[3,4-b]pyridin-1-yl)cyclobutyl)carbamate (from example 113, step 2, 0.210 g, 0.692 mmol) was dissolved in methanol (4 mL) and acetic acid (3 drops). 1-Acetyl-4-piperidone (0.100 ml, 0.812 mmol) was added and the mixture heated at 60° C. for 1 hour. The solution was cooled and sodium cyanoborohydride (0.065 g, 1.034 mmol) was added. The reaction was stirred for 14 hours at room temperature. Saturated sodium bicarbonate (10 mL), water (50 mL) and ethyl acetat... The reactants are Cl.CN1CCN(CC1)C1=NC(=NC(=C1)N1CC2=CC(=CC=C2CC1C)C1CCNCC1)N (4-(4-Methylpiperazin-1-yl)-6-(3-methyl-7-piperidin-4-yl-3,4-dihydroisoquinolin-2(1H)-yl)pyrimidin-2-amine HCl salt), C(C)(C)N(C(C)C)CC (N,N-diisopropylethylamine), C1(CCCC1)CC(=O)Cl (cyclopentylacetyl chloride). Run in CO (methanol), C(C)#N (acetonitrile). Conditions: time 2 hour. Yields the product C1(CCCC1)CC(=O)N1CCC(CC1)C1=CC=C2CC(N(CC2=C1)C1=NC(=NC(=C1)N1CCN(CC1)C)N)C (4-[7-[1-(cyclopentylacetyl)piperidin-4-yl]-3-methyl-3,4-dihydroisoquinolin-2(1H)-yl]-6-(4-methylpiperazin-1-yl)pyrimidin-2-amine). Reaction SMILES: Cl.[CH3:2][N:3]1[CH2:8][CH2:7][N:6]([C:9]2[CH:14]=[C:13]([N:15]3[CH:24]([CH3:25])[CH2:23][C:22]4[C:17](=[CH:18][C:19]([CH:26]5[CH2:31][CH2:30][NH:29][CH2:28][CH2:27]5)=[CH:20][CH:21]=4)[CH2:16]3)[N:12]=[C:11]([NH2:32])[N:10]=2)[CH2:5][CH2:4]1.C(N(CC)C(C)C)(C)C.[CH:42]1([CH2:47][C:48](Cl)=[O:49])[CH2:46][CH2:45][CH2:44][CH2:43]1>C(#N)C.CO>[CH:42]1([CH2:47][C:48]([N:29]2[CH2:28][CH2:27][CH:26]([C:19]3[CH:18]=[C:17]4[C:22]([CH2:23][CH:24]([CH3:25])[N:15]([C:13]5[CH:14]=[C:9]([N:6]6[CH2:7][CH2:8][N:3]([CH3:2])[CH2:4][CH2:5]6)[N:10]=[C:11]([NH2:32])[N:12]=5)[CH2:16]4)=[CH:21][CH:20]=3)[CH2:31][CH2:30]2)=[O:49])[CH2:46][CH2:45][CH2:44][CH2:43]1 |f:0.1|. Procedure details: 4-(4-Methylpiperazin-1-yl)-6-(3-methyl-7-piperidin-4-yl-3,4-dihydroisoquinolin-2(1H)-yl)pyrimidin-2-amine HCl salt (21.1 mg) in acetonitrile (0.50 mL) was treated with N,N-diisopropylethylamine (0.070 mL, 0.40 mmol). To the solution was added cyclopentylacetyl chloride (10.0 mg). The mixture was stirred at r.t. for 2 h. The mixture was diluted with methanol, and purified by RP-HPLC (pH=10) to afford the desired product. LCMS (M+H)+: m/z=532.3. Reactants: ClC=1C=C(C=CC1Cl)C1=NC=2N(C(=C1)C(F)(F)F)N=CC2C(=O)O (5-(3,4-dichloro-phenyl)-7-trifluoromethyl-pyrazolo[1,5-a]pyrimidine-3-carboxylic acid), NC1=NC=C(C(=N)NO)C=C1 (6-amino-N-hydroxy-nicotinamidine). Yields the product ClC=1C=C(C=CC1Cl)C1=NC=2N(C(=C1)C(F)(F)F)N=CC2C2=NC(=NO2)C=2C=CC(=NC2)N (5-{5-[5-(3,4-Dichloro-phenyl)-7-trifluoromethyl-pyrazolo[1,5-a]pyrimidin-3-yl]-[1,2,4]oxadiazol-3-yl}-pyridin-2-ylamine). Reaction SMILES: [Cl:1][C:2]1[CH:3]=[C:4]([C:9]2[CH:14]=[C:13]([C:15]([F:18])([F:17])[F:16])[N:12]3[N:19]=[CH:20][C:21]([C:22](O)=[O:23])=[C:11]3[N:10]=2)[CH:5]=[CH:6][C:7]=1[Cl:8].[NH2:25][C:26]1[CH:35]=[CH:34][C:29]([C:30]([NH:32]O)=[NH:31])=[CH:28][N:27]=1>>[Cl:1][C:2]1[CH:3]=[C:4]([C:9]2[CH:14]=[C:13]([C:15]([F:16])([F:18])[F:17])[N:12]3[N:19]=[CH:20][C:21]([C:22]4[O:23][N:32]=[C:30]([C:29]5[CH:34]=[CH:35][C:26]([NH2:25])=[N:27][CH:28]=5)[N:31]=4)=[C:11]3[N:10]=2)[CH:5]=[CH:6][C:7]=1[Cl:8]. Procedure: The title compound was prepared from 5-(3,4-dichloro-phenyl)-7-trifluoromethyl-pyrazolo[1,5-a]pyrimidine-3-carboxylic acid (example C.9) (188 mg, 0.5 mmol) and 6-amino-N-hydroxy-nicotinamidine (example B.4) (114 mg, 0.75 mmol) according to general procedure II. Obtained after flash chromatography on silica gel (ethyl acetate/heptane) and further purification by crystallization (dichloromethane/hexane) as a yellow solid (35 mg, 14%). MS (ISP) 492.0 [(M+H)+]; mp 289° C. Starting materials: O=C(O)C(=O)O, O=C(O)c1cnoc1-c1ccccc1Cl, FC(F)(F)c1ccc(CC2CCNC2)cc1. The product is O=C(c1cnoc1-c1ccccc1Cl)N1CCC(Cc2ccc(C(F)(F)F)cc2)C1. Reaction SMILES: [C:16]([OH:17])(=[O:18])[C:19]([OH:20])=[O:21].[Cl:1][c:2]1[c:3](-[c:8]2[c:9]([C:13](=[O:14])[OH:15])[cH:10][n:11][o:12]2)[cH:4][cH:5][cH:6][cH:7]1.[F:22][C:23]([c:24]1[cH:25][cH:26][c:27]([CH2:28][CH:29]2[CH2:30][NH:31][CH2:32][CH2:33]2)[cH:34][cH:35]1)([F:36])[F:37]>>[Cl:1][c:2]1[c:3](-[c:8]2[c:9]([C:13](=[O:15])[N:31]3[CH2:30][CH:29]([CH2:28][c:27]4[cH:26][cH:25][c:24]([C:23]([F:22])([F:36])[F:37])[cH:35][cH:34]4)[CH2:33][CH2:32]3)[cH:10][n:11][o:12]2)[cH:4][cH:5][cH:6][cH:7]1. Run in C(C)O (ethanol), O (water). Yields the product C(=O)(O)COC1=C(C(C=CC2=CC=C(C=C2)CCCCCC)=O)C=CC(=C1)OCC=C(C)C (2'-carboxymethoxy-4-n-hexyl-4'-(3-methyl-2-butenyloxy)chalcone). RXN SMILES: C([O:3][C:4]([CH2:6][O:7][C:8]1[CH:29]=[C:28]([O:30][CH2:31][CH:32]=[C:33]([CH3:35])[CH3:34])[CH:27]=[CH:26][C:9]=1[C:10](=[O:25])[CH:11]=[CH:12][C:13]1[CH:18]=[CH:17][C:16]([CH2:19][CH2:20][CH2:21][CH2:22][CH2:23][CH3:24])=[CH:15][CH:14]=1)=[O:5])C.C(=O)([O-])[O-].[K+].[K+].Cl>C(O)C.O>[C:4]([CH2:6][O:7][C:8]1[CH:29]=[C:28]([O:30][CH2:31][CH:32]=[C:33]([CH3:34])[CH3:35])[CH:27]=[CH:26][C:9]=1[C:10](=[O:25])[CH:11]=[CH:12][C:13]1[CH:18]=[CH:17][C:16]([CH2:19][CH2:20][CH2:21][CH2:22][CH2:23][CH3:24])=[CH:15][CH:14]=1)([OH:5])=[O:3] |f:1.2.3|. Procedure details: To a solution of 4.30 g of 2'-ethoxycarbonylmethoxy-4-n-hexyl-4'-(3-methyl-2-butenyloxy)chalcone in 43 ml of ethanol was added a solution of 6.2 g of potassium carbonate in 11 ml of water, and the mixture was stirred at 50° C. for 5 hours. After completion of the reaction, the mixture was neutralized with dilute hydrochloric acid, and the precipitated solid was collected by filtration, washed with water, dried and recrystallized from ethyl acetate-n-hexane to give 3.13 g of 2'-carboxymethoxy-4-n... Run at temperature 50 celsius, time 5 hour. Isolated yield 77.3%. Reactants: Cl (hydrochloric acid), C(C)OC(=O)COC1=C(C(C=CC2=CC=C(C=C2)CCCCCC)=O)C=CC(=C1)OCC=C(C)C (2'-ethoxycarbonylmethoxy-4-n-hexyl-4'-(3-methyl-2-butenyloxy)chalcone), C([O-])([O-])=O.[K+].[K+] (potassium carbonate).